Dataset: the Open Reaction Database (ORD), a public repository of structured organic reaction records. Task: describe an organic reaction: reactants, conditions, products, and yield The reactants are [BH-](OC(=O)C)(OC(=O)C)OC(=O)C.[Na+] (NaBH(OAc)3), ClC1=CC=C(C=C1)C1(N2C(C3=CC=CC=C13)=NC=C2)CCC(=O)N2CCC(CC2)C(C)=O (1-(1-{3-[5-(4-chlorophenyl)-5H-imidazo[2,1-a]isoindol-5-yl]propanoyl}piperidin-4-yl)ethanone), [Cl-].FC1(C[NH2+]CC1)F (3,3-difluoropyrrolidinium chloride), CC(=O)[O-].[Na+] (NaOAc). Run in C(Cl)Cl (CH2Cl2), CC(=O)O (AcOH). Reaction conditions: time 8 hour. Product: ClC1=CC=C(C=C1)C1(N2C(C3=CC=CC=C13)=NC=C2)CCC(=O)N2CCC(CC2)C(C)N2CC(CC2)(F)F (5-(4-chlorophenyl)-5-(3-{4-[1-(3,3-difluoropyrrolidin-1-yl)ethyl]piperidin-1-yl}-3-oxopropyl)-5H-imidazo[2,1-a]isoindole). As a reaction SMILES: [Cl:1][C:2]1[CH:7]=[CH:6][C:5]([C:8]2([CH2:20][CH2:21][C:22]([N:24]3[CH2:29][CH2:28][CH:27]([C:30](=O)[CH3:31])[CH2:26][CH2:25]3)=[O:23])[C:16]3[C:11](=[CH:12][CH:13]=[CH:14][CH:15]=3)[C:10]3=[N:17][CH:18]=[CH:19][N:9]23)=[CH:4][CH:3]=1.[Cl-].[F:34][C:35]1([F:40])[CH2:39][CH2:38][NH2+:37][CH2:36]1.CC([O-])=O.[Na+].[BH-](OC(C)=O)(OC(C)=O)OC(C)=O.[Na+]>C(Cl)Cl.CC(O)=O>[Cl:1][C:2]1[CH:3]=[CH:4][C:5]([C:8]2([CH2:20][CH2:21][C:22]([N:24]3[CH2:25][CH2:26][CH:27]([CH:30]([N:37]4[CH2:38][CH2:39][C:35]([F:40])([F:34])[CH2:36]4)[CH3:31])[CH2:28][CH2:29]3)=[O:23])[C:16]3[C:11](=[CH:12][CH:13]=[CH:14][CH:15]=3)[C:10]3=[N:17][CH:18]=[CH:19][N:9]23)=[CH:6][CH:7]=1 |f:1.2,3.4,5.6|. Procedure details: To a mixture of 1-(1-{3-[5-(4-chlorophenyl)-5H-imidazo[2,1-a]isoindol-5-yl]propanoyl}piperidin-4-yl)ethanone (27 mg), 3,3-difluoropyrrolidinium chloride (17 mg) and NaOAc (15 mg) in CH2Cl2 was added AcOH (0.01 mL). After stirring the resulting mixture for 30 minutes NaBH(OAc)3 (26 mg) was added and allowed to stir overnight. The reaction mixture was then partitioned between saturated aqueous NaHCO3 and CH2Cl2. Aqueous layer was extracted with CH2Cl2 (2×). Combined organic layers were dried over ...